This data is from the Open Reaction Database (ORD), a public repository of structured organic reaction records. The task is: describe an organic reaction: reactants, conditions, products, and yield Reactants: [Si](C)(C)(C(C)(C)C)OC[C@@H]1[C@@H](O1)[C@@H](CC(C(=O)OCC)=C)OCOC ((R)-ethyl 4-((2S,3R)-3-((tert-butyldimethylsilyloxy)methyl)oxiran-2-yl)-4-(methoxymethoxy)-2-methylenebutanoate), solution, [F-].C(CCC)[N+](CCCC)(CCCC)CCCC (tetrabutylammonium fluoride). Reaction conditions: time 2 hour. The product is OC[C@@H]1[C@@H](O1)[C@@H](CC(C(=O)OCC)=C)OCOC ((R)-ethyl 4-((2S,3R)-3-(hydroxymethyl)oxiran-2-yl)-4-(methoxymethoxy)-2-methylenebutanoate). Isolated yield 88.0%. RXN SMILES: [Si]([O:8][CH2:9][C@H:10]1[O:12][C@H:11]1[C@H:13]([O:22][CH2:23][O:24][CH3:25])[CH2:14][C:15](=[CH2:21])[C:16]([O:18][CH2:19][CH3:20])=[O:17])(C(C)(C)C)(C)C.[F-].C([N+](CCCC)(CCCC)CCCC)CCC>>[OH:8][CH2:9][C@H:10]1[O:12][C@H:11]1[C@H:13]([O:22][CH2:23][O:24][CH3:25])[CH2:14][C:15](=[CH2:21])[C:16]([O:18][CH2:19][CH3:20])=[O:17] |f:1.2|. Procedure: To a well stirred solution of silyl ether 11 (1.1 g, 2.94 mmol) was added 1 M solution of tetrabutylammonium fluoride (6.2 mL, 5.87 mmol) at 0° C. The reaction mixture was stirred at this temperature for 2 h after which the solvent was removed under reduced pressure and the residue was subjected to column chromatography with petroleum ether/ethyl acetate (5:5 v/v) to afford free alcohol 12 oily liquid. The reactants are ClC=1OC2=C(N1)C=C(C=C2)Cl (2,5-dichlorobenzooxazole), C1CCC(CC1)C[C@@H](C(=O)O)N (L-cyclohexylalanine), Cl.Cl.FC1=CC=C(C=C1)NCCN (N1-(4-fluoro-phenyl)-ethane-1,2-diamine-2HCl). Product: ClC=1C=CC2=C(N=C(O2)N[C@H](C(=O)NCCNC2=CC=C(C=C2)F)CC2CCCCC2)C1 (2-(S)-(5-Chloro-benzooxazol-2-ylamino)-3-cyclohexyl-N-[2-(4-fluoro-phenylamino)-ethyl]-propionamide). RXN SMILES: Cl[C:2]1[O:3][C:4]2[CH:10]=[CH:9][C:8]([Cl:11])=[CH:7][C:5]=2[N:6]=1.[CH2:12]1[CH2:17][CH2:16][CH:15]([CH2:18][C@H:19]([NH2:23])[C:20]([OH:22])=O)[CH2:14][CH2:13]1.Cl.Cl.[F:26][C:27]1[CH:32]=[CH:31][C:30]([NH:33][CH2:34][CH2:35][NH2:36])=[CH:29][CH:28]=1>>[Cl:11][C:8]1[CH:9]=[CH:10][C:4]2[O:3][C:2]([NH:23][C@@H:19]([CH2:18][CH:15]3[CH2:14][CH2:13][CH2:12][CH2:17][CH2:16]3)[C:20]([NH:36][CH2:35][CH2:34][NH:33][C:30]3[CH:31]=[CH:32][C:27]([F:26])=[CH:28][CH:29]=3)=[O:22])=[N:6][C:5]=2[CH:7]=1 |f:2.3.4|. Reported procedure: The title compound was prepared from 2,5-dichlorobenzooxazole, L-cyclohexylalanine and N1-(4-fluoro-phenyl)-ethane-1,2-diamine-2HCl using the procedure analogous to that described in example 2. 1H NMR (DMSO-d6, 400 MHz) a 8.35 (d, 1H, J=8 Hz), 8.18 (t, 1H, J=5.8 Hz), 7.30 (d, 1H, J=8.4 Hz), 7.18 (d, 1H, J=2.0 Hz), 6.90 (dd, 1H, J=8.4 Hz, J=2.0 Hz), 6.84(m, 2H), 6.51(m, 2H), 4.19(m, 1H), 3.15(m, 2H), 2.98(m, 2H), 1.55(m, 7H), 1.30(m, 1H), 1.05(m, 3H), 0.83(m, 2H). HPLC-MS calcd. for C24H28ClFN4O2... Starting materials: C(C(C)C)[Al](CC(C)C)CC(C)C (triisobutylaluminum), CCCCCCC (heptane), C(C(C)C)[Al](CC(C)C)CC(C)C (TiBA), solution. Reaction conditions: temperature 60 celsius. The product is C=CC.C=C.C=CCC (Propene ethene 1-butene). RXN SMILES: [CH2:1]([Al](CC(C)C)CC(C)C)[CH:2](C)[CH3:3].[CH3:14][CH2:15][CH2:16][CH2:17]CCC>>[CH2:1]=[CH:2][CH3:3].[CH2:14]=[CH2:15].[CH2:14]=[CH:15][CH2:16][CH3:17] |f:2.3.4|. Reported procedure: 20 mmol of triisobutylaluminum (TiBA, 10 ml of a 2 molar solution in heptane) were placed in a dry 10 l autoclave which had been flushed with N2. After addition of 150 mg of antistatic solution (Stadis® 450, Du Pont), 2000 g of liquid propene, 40 g of 1-butene (2% by weight) and 40 g of ethene (2% by weight) were metered in. At room temperature, 790 mg of the supported metallocene catalyst prepared in Example 1 were then blown in via a lock by means of N2. The autoclave was subsequently heated t... RXN SMILES: CN.[C:3]([C:7]1[CH:12]=[CH:11][C:10]([CH2:13][C:14]([NH:16][CH3:17])=O)=[C:9]([O:18]C)[CH:8]=1)([CH3:6])([CH3:5])[CH3:4]>>[C:3]([C:7]1[CH:12]=[CH:11][C:10]([CH2:13][CH2:14][NH:16][CH3:17])=[C:9]([OH:18])[CH:8]=1)([CH3:6])([CH3:4])[CH3:5]. Procedure details: Reaction of the product of Step B in Example 75 with methylamine instead of dimethylamine as described in Step C of Example 75 afforded 2-(4-tert-butyl-2-methoxyphenyl)-N-methylacetamide. Treatment of this later product according to the procedures described in Steps D and E of example 75 affords the title compound. The product is C(C)(C)(C)C=1C=CC(=C(C1)O)CCNC (5-Tert-butyl-2-[2-(methylamino)ethyl]phenol). Reactants: product, CN (methylamine), C(C)(C)(C)C1=CC(=C(C=C1)CC(=O)NC)OC (2-(4-tert-butyl-2-methoxyphenyl)-N-methylacetamide). Starting materials: BrCCOc1ccccc1CCc1ccccc1, NC(=O)C1CCNCC1, C1CCOC1, O. The product is NC(=O)C1CCN(CCOc2ccccc2CCc2ccccc2)CC1. RXN SMILES: [Br:1][CH2:2][CH2:3][O:4][c:5]1[c:6]([CH2:11][CH2:12][c:13]2[cH:14][cH:15][cH:16][cH:17][cH:18]2)[cH:7][cH:8][cH:9][cH:10]1.[NH:19]1[CH2:20][CH2:21][CH:22]([C:25](=[O:26])[NH2:27])[CH2:23][CH2:24]1.[O:28]1[CH2:29][CH2:30][CH2:31][CH2:32]1.[OH2:33]>>[CH2:2]([CH2:3][O:4][c:5]1[c:6]([CH2:11][CH2:12][c:13]2[cH:14][cH:15][cH:16][cH:17][cH:18]2)[cH:7][cH:8][cH:9][cH:10]1)[N:19]1[CH2:20][CH2:21][CH:22]([C:25](=[O:26])[NH2:27])[CH2:23][CH2:24]1. Reactants: ClCc1nc2ccccc2n1Cc1ccccc1, CN(C)C=O, Cl, [N-]=[N+]=[N-], [Na+], O. Product: [N-]=[N+]=NCc1nc2ccccc2n1Cc1ccccc1. Reaction SMILES: [CH2:2]([c:3]1[cH:4][cH:5][cH:6][cH:7][cH:8]1)[n:9]1[c:10]([CH2:18][Cl:19])[n:11][c:12]2[c:13]1[cH:14][cH:15][cH:16][cH:17]2.[CH3:24][N:25]([CH3:26])[CH:27]=[O:28].[ClH:1].[N-:21]=[N+:22]=[N-:23].[Na+:20].[OH2:29]>>[CH2:2]([c:3]1[cH:4][cH:5][cH:6][cH:7][cH:8]1)[n:9]1[c:10]([CH2:18][N:21]=[N+:22]=[N-:23])[n:11][c:12]2[c:13]1[cH:14][cH:15][cH:16][cH:17]2. Starting materials: CC#N, O=C(Cl)Oc1ccccc1, [Na+], O=C([O-])O, O, Nc1noc2cnccc12. The product is O=C(Nc1noc2cnccc12)Oc1ccccc1. RXN SMILES: [CH3:21][C:22]#[N:23].[Cl:11][C:12](=[O:13])[O:14][c:15]1[cH:16][cH:17][cH:18][cH:19][cH:20]1.[Na+:29].[O-:25][C:26]([OH:27])=[O:28].[OH2:24].[o:1]1[n:2][c:3]([NH2:10])[c:4]2[c:5]1[cH:6][n:7][cH:8][cH:9]2>>[o:1]1[n:2][c:3]([NH:10][C:12](=[O:13])[O:14][c:15]2[cH:16][cH:17][cH:18][cH:19][cH:20]2)[c:4]2[c:5]1[cH:6][n:7][cH:8][cH:9]2.